Dataset: the Open Reaction Database (ORD), a public repository of structured organic reaction records. Task: describe an organic reaction: reactants, conditions, products, and yield The reactants are C27H28N6O3, C(C)(=O)OCC.C(C)O.N (ethyl acetate ethanol ammonia), C1(=CC=CC=C1)N(C(=O)C=1C=C2C(=NC1)N(C(=N2)CCC2=CC=C(C=C2)C#N)C)CC(=O)OCC (3-methyl-2-[2-(4-cyanophenyl)ethyl]imidazo[4,5-b]pyridin-6-yl-carboxylic acid-N-phenyl-N-ethoxycarbonylmethylamide), Cl (hydrochloric acid), C([O-])([O-])=O.[NH4+].[NH4+] (ammonium carbonate). Run in C(C)O (ethanol). Yields the product Cl.C1(=CC=CC=C1)N(C(=O)C=1C=C2C(=NC1)N(C(=N2)CCC2=CC=C(C=C2)C(N)=N)C)CC(=O)OCC (3-Methyl-2-[2-(4-amidinophenyl)ethyl]imidazo[4,5-b]pyridin-6-yl-carboxylic acid-N-phenyl-N-ethoxycarbonylmethylamide hydrochloride). The yield is 84.0%. RXN SMILES: [C:1]1([N:7]([CH2:30][C:31]([O:33][CH2:34][CH3:35])=[O:32])[C:8]([C:10]2[CH:11]=[C:12]3[N:18]=[C:17]([CH2:19][CH2:20][C:21]4[CH:26]=[CH:25][C:24]([C:27]#[N:28])=[CH:23][CH:22]=4)[N:16]([CH3:29])[C:13]3=[N:14][CH:15]=2)=[O:9])[CH:6]=[CH:5][CH:4]=[CH:3][CH:2]=1.[ClH:36].C(=O)([O-])[O-].[NH4+:41].[NH4+].C(OCC)(=O)C.C(O)C.N>C(O)C>[ClH:36].[C:1]1([N:7]([CH2:30][C:31]([O:33][CH2:34][CH3:35])=[O:32])[C:8]([C:10]2[CH:11]=[C:12]3[N:18]=[C:17]([CH2:19][CH2:20][C:21]4[CH:22]=[CH:23][C:24]([C:27](=[NH:41])[NH2:28])=[CH:25][CH:26]=4)[N:16]([CH3:29])[C:13]3=[N:14][CH:15]=2)=[O:9])[CH:2]=[CH:3][CH:4]=[CH:5][CH:6]=1 |f:2.3.4,5.6.7,9.10|. Procedure details: Prepared analogously to Example 1 from 3-methyl-2-[2-(4-cyanophenyl)ethyl]imidazo[4,5-b]pyridin-6-yl-carboxylic acid-N-phenyl-N-ethoxycarbonylmethylamide, ethanolic hydrochloric acid, ethanol, and ammonium carbonate. Yield: 84% of theory, C27H28N6O3 (484.56); Rf value: 0.44 (silica gel; ethyl acetate/ethanol/ammonia=50:45:5); EKA mass spectrum: (M+H)+=485.